The task is: describe an organic reaction: reactants, conditions, products, and yield. This data is from the Open Reaction Database (ORD), a public repository of structured organic reaction records. Reactants: CC1=C(C(=O)OC)C=C(C(=C1)C1=CC=CC=C1)[N+](=O)[O-] (methyl 2-methyl-5-nitro-4-phenylbenzoate), Cl (HCl). Reagents/catalysts: [Fe] (iron). The solvent is CO (MeOH). Reaction conditions: time 2 hour. Product: NC=1C(=CC(=C(C(=O)OC)C1)C)C1=CC=CC=C1 (Methyl 5-amino-2-methyl-4-phenylbenzoate). Yield: 86.5%. RXN SMILES: [CH3:1][C:2]1[CH:11]=[C:10]([C:12]2[CH:17]=[CH:16][CH:15]=[CH:14][CH:13]=2)[C:9]([N+:18]([O-])=O)=[CH:8][C:3]=1[C:4]([O:6][CH3:7])=[O:5].Cl>CO.[Fe]>[NH2:18][C:9]1[C:10]([C:12]2[CH:17]=[CH:16][CH:15]=[CH:14][CH:13]=2)=[CH:11][C:2]([CH3:1])=[C:3]([CH:8]=1)[C:4]([O:6][CH3:7])=[O:5]. Procedure details: 13 g of methyl 2-methyl-5-nitro-4-phenylbenzoate were dissolved in 150 ml of MeOH and treated with 10 g of iron powder. A saturated aqueous HCl solution was then slowly added dropwise and the mixture was stirred at RT for 2 hours. The volatile components are removed in vacuo at a maximum temperature of 30° C., 500 ml of a saturated aqueous Na2CO3 solution were added, the iron salts were filtered off and the filtrate was extracted 3 times using 500 ml of EA each time. The organic phase was dried ... Starting materials: Cl.ClC=1C=NC(NC1)=O (5-chloropyrimidin-2-one hydrochloride), BrCC1=CSC=C1 (3-bromomethylthiophene), C([O-])([O-])=O.[Na+].[Na+] (sodium carbonate). The reagents and catalysts are [Cl-].C(C1=CC=CC=C1)[N+](C)(C)C (benzyltrimethylammonium chloride). The solvent is CN(C=O)C (N,N-dimethylformamide), O (water). The product is ClC=1C=NC(N(C1)CC1=CSC=C1)=O (5-Chloro-1-(3-thienylmethyl)pyrimidin-2-one). The yield is 34.2%. As a reaction SMILES: Cl.[Cl:2][C:3]1[CH:4]=[N:5][C:6](=[O:9])[NH:7][CH:8]=1.Br[CH2:11][C:12]1[CH:16]=[CH:15][S:14][CH:13]=1.C(=O)([O-])[O-].[Na+].[Na+]>[Cl-].C([N+](C)(C)C)C1C=CC=CC=1.CN(C)C=O.O>[Cl:2][C:3]1[CH:4]=[N:5][C:6](=[O:9])[N:7]([CH2:11][C:12]2[CH:16]=[CH:15][S:14][CH:13]=2)[CH:8]=1 |f:0.1,3.4.5,6.7|. Procedure: A mixture of 5-chloropyrimidin-2-one hydrochloride (502 mg), 3-bromomethylthiophene (1.069 g), anhydrous sodium carbonate (955 mg) and benzyltrimethylammonium chloride (12 mg) in dry N,N-dimethylformamide (15 ml) was stirred at room temperature. After 22 h the reaction mixture was diluted with water (120 ml) and the resulting precipitate was collected, washed with water and dried to give a pale yellow solid (233 mg). The solid was crystallised from ethanol to give white crystals of the title thi...